Dataset: the Open Reaction Database (ORD), a public repository of structured organic reaction records. Task: describe an organic reaction: reactants, conditions, products, and yield The reactants are [OH-].[Na+] (sodium hydroxide), CS(=O)(=O)O[C@H]1[C@@H](C=CC1)CC(=O)OC (racemic methyl trans-2-methylsulfonyloxy-4-cyclopentene-1-acetate), O1CCCC1 (tetrahydrofuran). Run in O (water). Reaction conditions: temperature 0 celsius, time 1 hour. Product: O[C@@H]1[C@@H](C=CC1)CC(=O)[O-].[Na+] (racemic sodium cis-2-hydroxy-4-cyclopentene-1-acetate), racemic cis-2-hydroxy-4-cyclopentene-1-acetic acid lactone. RXN SMILES: CS([O:5][C@@H:6]1[CH2:10][CH:9]=[CH:8][C@H:7]1[CH2:11][C:12]([O:14]C)=[O:13])(=O)=O.O1CCCC1.[OH-].[Na+:22]>O>[OH:5][C@H:6]1[CH2:10][CH:9]=[CH:8][C@H:7]1[CH2:11][C:12]([O-:14])=[O:13].[Na+:22] |f:2.3,5.6|. Reported procedure: To a solution of 0.290 g. (0.00124 mole) of racemic methyl trans-2-methylsulfonyloxy-4-cyclopentene-1-acetate in 10 ml. of tetrahydrofuran and 4 ml. of water at 0° C. was added dropwise, 1.00 ml. (0.0020 mole) of 2 N sodium hydroxide solution. The two-phased solution was vigorously stirred at 0° C. for 1 hr. and at room temperature for 16 hrs. to form racemic sodium cis-2-hydroxy-4-cyclopentene-1-acetate in admixture with racemic cis-2-hydroxy-4-cyclopentene-1-acetic acid lactone. The reactants are CCOC(C)=O, Cc1ccccc1, CC(C)(C)OC(=O)C(C(=O)c1cccc(Sc2ccccc2)c1S(C)(=O)=O)C(=O)C1CC1, O, Cc1ccc(S(=O)(=O)O)cc1. Product: CS(=O)(=O)c1c(Sc2ccccc2)cccc1C(=O)CC(=O)C1CC1. Reaction SMILES: [CH3:45][CH2:46][O:47][C:48](=[O:49])[CH3:50].[CH3:51][c:52]1[cH:53][cH:54][cH:55][cH:56][cH:57]1.[CH:1]1([C:4](=[O:5])[CH:6]([C:7]([O:8][C:9]([CH3:10])([CH3:11])[CH3:12])=[O:13])[C:14](=[O:15])[c:16]2[c:17]([S:29](=[O:30])(=[O:31])[CH3:32])[c:18]([S:22][c:23]3[cH:24][cH:25][cH:26][cH:27][cH:28]3)[cH:19][cH:20][cH:21]2)[CH2:2][CH2:3]1.[OH2:44].[c:33]1([CH3:34])[cH:35][cH:36][c:37]([S:38]([OH:39])(=[O:40])=[O:41])[cH:42][cH:43]1>>[CH:1]1([C:4](=[O:5])[CH2:6][C:14](=[O:15])[c:16]2[c:17]([S:29](=[O:30])(=[O:31])[CH3:32])[c:18]([S:22][c:23]3[cH:24][cH:25][cH:26][cH:27][cH:28]3)[cH:19][cH:20][cH:21]2)[CH2:2][CH2:3]1.